Task: describe an organic reaction: reactants, conditions, products, and yield. Dataset: the Open Reaction Database (ORD), a public repository of structured organic reaction records Starting materials: CC(C)(C)[Si](C)(C)OC1CCC(c2cccc(F)c2F)CCC1O, CCOCC, ClCCl, [Na+], [Na+], O=S([O-])([O-])=S. Product: CC(C)(C)[Si](C)(C)OC1CCC(c2cccc(F)c2F)CCC1=O. Reaction SMILES: [C:1]([CH3:2])([CH3:3])([CH3:4])[Si:5]([O:6][CH:7]1[CH:8]([OH:22])[CH2:9][CH2:10][CH:11]([c:14]2[c:15]([F:21])[c:16]([F:20])[cH:17][cH:18][cH:19]2)[CH2:12][CH2:13]1)([CH3:23])[CH3:24].[CH3:35][CH2:36][O:37][CH2:38][CH3:39].[Cl:32][CH2:33][Cl:34].[Na+:25].[Na+:26].[O-:27][S:28]([O-:29])(=[S:30])=[O:31]>>[C:1]([CH3:2])([CH3:3])([CH3:4])[Si:5]([O:6][CH:7]1[C:8](=[O:22])[CH2:9][CH2:10][CH:11]([c:14]2[c:15]([F:21])[c:16]([F:20])[cH:17][cH:18][cH:19]2)[CH2:12][CH2:13]1)([CH3:23])[CH3:24].